This data is from the Open Reaction Database (ORD), a public repository of structured organic reaction records. The task is: describe an organic reaction: reactants, conditions, products, and yield Starting materials: BrC=1C=C(C(=O)OC)C=C(N1)C (methyl 2-bromo-6-methylisonicotinate), CP(C)=O (dimethylphosphine oxide), C1(=CC=CC=C1)P(C1=CC=CC=2C(C3=CC=CC(=C3OC12)P(C1=CC=CC=C1)C1=CC=CC=C1)(C)C)C1=CC=CC=C1 (4,5-Bis(diphenylphosphino)-9,9-dimethylxanthene), P(=O)([O-])([O-])[O-].[K+].[K+].[K+] (potassium phosphate). Reagents/catalysts: C(C)(=O)[O-].[Pd+2].C(C)(=O)[O-] (palladium acetate). The solvent is CN(C)C=O (DMF). The product is CP(=O)(C)C=1C=C(C(=O)OC)C=C(N1)C (methyl 2-(dimethylphosphoryl)-6-methylisonicotinate). Reaction SMILES: Br[C:2]1[CH:3]=[C:4]([CH:9]=[C:10]([CH3:12])[N:11]=1)[C:5]([O:7][CH3:8])=[O:6].[CH3:13][PH:14](=[O:16])[CH3:15].C1(P(C2C=CC=CC=2)C2C3OC4C(=CC=CC=4P(C4C=CC=CC=4)C4C=CC=CC=4)C(C)(C)C=3C=CC=2)C=CC=CC=1.P([O-])([O-])([O-])=O.[K+].[K+].[K+]>CN(C=O)C.C([O-])(=O)C.[Pd+2].C([O-])(=O)C>[CH3:13][P:14]([C:2]1[CH:3]=[C:4]([CH:9]=[C:10]([CH3:12])[N:11]=1)[C:5]([O:7][CH3:8])=[O:6])([CH3:15])=[O:16] |f:3.4.5.6,8.9.10|. Reported procedure: Intermediate I-50b was prepared from Intermediate I-50a following a similar procedure as described in WO2009/143389. A solution of methyl 2-bromo-6-methylisonicotinate (I-50a, 690 mg, 3 mmol) in DMF (12 mL) was treated with dimethylphosphine oxide (515 mg, 6.6 mmol), palladium acetate (39 mg, 0.05 mmol), 4,5-Bis(diphenylphosphino)-9,9-dimethylxanthene (104 mg, 0.18 mmol) and potassium phosphate (700.5 mg, 3.3 mmol). The mixture was purged with nitrogen and subjected to microwave irradiation (20 ... Yields the product COC(=O)C(CC(=O)Cc1ccccc1)NC(=O)OCc1ccccc1. The reactants are [Br-], COC(=O)C(CC(=O)Cl)NC(=O)OCc1ccccc1, C1CCOC1, [Mg+]Cc1ccccc1, CSC, [Cl-], [Cu]Br, [Li+]. RXN SMILES: [Br-:2].[CH2:12]([c:13]1[cH:14][cH:15][cH:16][cH:17][cH:18]1)[O:19][C:20](=[O:21])[NH:22][CH:23]([C:24](=[O:25])[O:26][CH3:27])[CH2:28][C:29](=[O:30])[Cl:31].[CH2:32]1[O:33][CH2:34][CH2:35][CH2:36]1.[CH2:4]([c:5]1[cH:6][cH:7][cH:8][cH:9][cH:10]1)[Mg+:11].[CH3:37][S:38][CH3:39].[Cl-:3].[Cu:40][Br:41].[Li+:1]>>[CH2:4]([c:5]1[cH:6][cH:7][cH:8][cH:9][cH:10]1)[C:29]([CH2:28][CH:23]([NH:22][C:20]([O:19][CH2:12][c:13]1[cH:14][cH:15][cH:16][cH:17][cH:18]1)=[O:21])[C:24](=[O:25])[O:26][CH3:27])=[O:30]. Starting materials: C1(=CC=C(C=C1)S(=O)(=O)N1C(SCC1)C(=O)O)C1=CC=CC=C1 (3-([1,1′-biphenyl]-4-ylsulfonyl)-1,3-thiazolidine-2-carboxylic acid), C1(=CC=C(C=C1)S(=O)(=O)N1C(SCC1)C(=O)O)C1=CC=CC=C1 (3-([1,1′-biphenyl]-4-ylsulfonyl)-1,3-thiazolidine-2-carboxylic acid), N[C@@H](CO)C1=CC=CC=C1 ((2R)-2-amino-2-phenylethanol). Product: C1(=CC=C(C=C1)S(=O)(=O)N1C(SCC1)C(=O)N[C@@H](CO)C1=CC=CC=C1)C1=CC=CC=C1 (3-([1,1′-biphenyl]-4-ylsulfonyl)-N-[(1R)-2-hydroxy-1-phenylethyl]-1,3-thiazolidine-2-carboxamide). Reaction SMILES: [C:1]1([C:18]2[CH:23]=[CH:22][CH:21]=[CH:20][CH:19]=2)[CH:6]=[CH:5][C:4]([S:7]([N:10]2[CH2:14][CH2:13][S:12][CH:11]2[C:15](O)=[O:16])(=[O:9])=[O:8])=[CH:3][CH:2]=1.[NH2:24][C@H:25]([C:28]1[CH:33]=[CH:32][CH:31]=[CH:30][CH:29]=1)[CH2:26][OH:27]>>[C:1]1([C:18]2[CH:23]=[CH:22][CH:21]=[CH:20][CH:19]=2)[CH:2]=[CH:3][C:4]([S:7]([N:10]2[CH2:14][CH2:13][S:12][CH:11]2[C:15]([NH:24][C@H:25]([C:28]2[CH:33]=[CH:32][CH:31]=[CH:30][CH:29]=2)[CH2:26][OH:27])=[O:16])(=[O:9])=[O:8])=[CH:5][CH:6]=1. Procedure details: Following the general strategies and protocols outlined in Example 1, starting from 3-([1,1′-biphenyl]-4-ylsulfonyl)-1,3-thiazolidine-2-carboxylic acid (Intermediate 8) and commercial (2R)-2-amino-2-phenylethanol, the title compound was obtained in 98% purity by HPLC.